From a dataset of the Open Reaction Database (ORD), a public repository of structured organic reaction records. describe an organic reaction: reactants, conditions, products, and yield Reactants: O=C([O-])[O-], COS(=O)(=O)OC, CN(C)C=O, CCOC(C)=O, O=C1NC(CO)(c2ccccc2)C(=O)N1c1ccc(Cl)c(Cl)c1, [K+], [K+], O. The product is CN1C(=O)N(c2ccc(Cl)c(Cl)c2)C(=O)C1(CO)c1ccccc1. Reaction SMILES: [C:24](=[O:25])([O-:26])[O-:27].[CH3:30][O:31][S:32]([O:33][CH3:34])(=[O:35])=[O:36].[CH3:37][N:38]([CH3:39])[CH:40]=[O:41].[CH3:43][CH2:44][O:45][C:46](=[O:47])[CH3:48].[Cl:1][c:2]1[cH:3][c:4]([N:9]2[C:10](=[O:23])[NH:11][C:12]([c:15]3[cH:16][cH:17][cH:18][cH:19][cH:20]3)([CH2:21][OH:22])[C:13]2=[O:14])[cH:5][cH:6][c:7]1[Cl:8].[K+:28].[K+:29].[OH2:42]>>[Cl:1][c:2]1[cH:3][c:4]([N:9]2[C:10](=[O:23])[N:11]([CH3:24])[C:12]([c:15]3[cH:16][cH:17][cH:18][cH:19][cH:20]3)([CH2:21][OH:22])[C:13]2=[O:14])[cH:5][cH:6][c:7]1[Cl:8]. Reactants: FC(C(=O)O)(F)F (trifluoroacetic acid), ClC1=CC2=C(NC(=N2)COC2=CC(=C(C=C2OC)C(O)C2=CNC3=NC=C(C=C32)C)F)C=C1 ([4-(5-chloro-1H-benzoimidazol-2-ylmethoxy)-2-fluoro-5-methoxy-phenyl]-(5-methyl-1H-pyrrolo[2,3-b]pyridin-3-yl)-methanol), ClC1=CC2=C(NC(=N2)COC2=C(C=C(C(=C2)F)C(C2=CNC3=NC=C(C=C32)C)OC)OC)C=C1 (5-chloro-2-{5-fluoro-2-methoxy-4-[methoxy-(5-methyl-1H-pyrrolo[2,3-b]pyridin-3-yl)-methyl]-phenoxymethyl}-1H-benzoimidazole), C(C)[SiH](CC)CC (Triethylsilane). Run in C(C)#N (acetonitrile). Conditions: temperature 60 celsius, time 1 hour. Yields the product ClC1=CC2=C(NC(=N2)COC2=C(C=C(C(=C2)F)CC2=CNC3=NC=C(C=C32)C)OC)C=C1 (5-chloro-2-[5-fluoro-2-methoxy-4-(5-methyl-1H-pyrrolo[2,3-b]pyridin-3-ylmethyl)-phenoxymethyl]-1H-benzoimidazole). RXN SMILES: [Cl:1][C:2]1[CH:33]=[CH:32][C:5]2[NH:6][C:7]([CH2:9][O:10][C:11]3[C:16]([O:17][CH3:18])=[CH:15][C:14]([CH:19]([C:21]4[C:29]5[C:24](=[N:25][CH:26]=[C:27]([CH3:30])[CH:28]=5)[NH:23][CH:22]=4)O)=[C:13]([F:31])[CH:12]=3)=[N:8][C:4]=2[CH:3]=1.ClC1C=CC2NC(COC3C=C(F)C(C(OC)C4C5C(=NC=C(C)C=5)NC=4)=CC=3OC)=NC=2C=1.C([SiH](CC)CC)C.FC(F)(F)C(O)=O>C(#N)C>[Cl:1][C:2]1[CH:33]=[CH:32][C:5]2[NH:6][C:7]([CH2:9][O:10][C:11]3[CH:12]=[C:13]([F:31])[C:14]([CH2:19][C:21]4[C:29]5[C:24](=[N:25][CH:26]=[C:27]([CH3:30])[CH:28]=5)[NH:23][CH:22]=4)=[CH:15][C:16]=3[O:17][CH3:18])=[N:8][C:4]=2[CH:3]=1. Procedure details: [4-(5-chloro-1H-benzoimidazol-2-ylmethoxy)-2-fluoro-5-methoxy-phenyl]-(5-methyl-1H-pyrrolo[2,3-b]pyridin-3-yl)-methanol (228a) and 5-chloro-2-{5-fluoro-2-methoxy-4-[methoxy-(5-methyl-1H-pyrrolo[2,3-b]pyridin-3-yl)-methyl]-phenoxymethyl}-1H-benzoimidazole (228b) were dissolved in acetonitrile. Triethylsilane was added followed by trifluoroacetic acid. The reaction was stirred for one hour at 60° C. The solvent was removed under reduced pressure, Ethyl acetate was added and the organic layer was w... The reactants are C(C=C)O (allyl alcohol), ClCCP(=O)(Cl)Cl (2-chloroethane phosphonic acid dichloride), CCOCC (ether), N1=CC=CC=C1 (pyridine). Conditions: time 15 hour. The product is ClCCP(OCC=C)(=O)OCC=C (Di-allyl 2-chloroethanephosphonate). Reaction SMILES: [CH2:1]([OH:4])[CH:2]=[CH2:3].[Cl:5][CH2:6][CH2:7][P:8](Cl)(Cl)=[O:9].N1C=C[CH:15]=[CH:14][CH:13]=1.CC[O:20]CC>>[Cl:5][CH2:6][CH2:7][P:8]([O:9][CH2:13][CH:14]=[CH2:15])(=[O:20])[O:4][CH2:1][CH:2]=[CH2:3]. Reported procedure: To a solution of 11.6 g (0.2 mol) of allyl alcohol and 18.1 g (0.1 mol) of 2-chloroethane phosphonic acid dichloride in 150 ml of absolute ether are added dropwise with stirring 15.8 g (0.2 mol) of pyridine. When the exothermic reaction is complete, stirring is continued for 15 hours at 40° after which the precipitated hydrochloride is removed by filtration and the ethereal filtrate washed to neutrality with water, dried and then evaporated. It is further dried by rotation under high vacuum over...